From a dataset of the Open Reaction Database (ORD), a public repository of structured organic reaction records. describe an organic reaction: reactants, conditions, products, and yield Reactants: [OH-].[Na+] (sodium hydroxide), O (water), C(=O)(OC)CN1CC2N(C3=C(CN4C2=CC=C4)C=CC=C3)CC1 (2-carbomethoxymethyl-1,3,4,14b-tetrahydro-10H-pyrazino[1,2-a]pyrrolo[2,1-c][1,4]-benzodiazepine), [H-].[Al+3].[Li+].[H-].[H-].[H-] (lithium aluminum hydride), O (water). Solvent: O1CCCC1 (tetrahydrofuran). Run at time 2 day. Product: OCCN1CC2N(C3=C(CN4C2=CC=C4)C=CC=C3)CC1 (2-(2-hydroxyethyl)-1,3,4,14b-tetrahydro-10H-pyrazino[1,2-a]pyrrolo[2,1-c][1,4]benzodiazepine). RXN SMILES: [C:1]([CH2:5][N:6]1[CH2:23][CH2:22][N:9]2[C:10]3[CH:21]=[CH:20][CH:19]=[CH:18][C:11]=3[CH2:12][N:13]3[CH:17]=[CH:16][CH:15]=[C:14]3[CH:8]2[CH2:7]1)(OC)=[O:2].[H-].[Al+3].[Li+].[H-].[H-].[H-].O.[OH-].[Na+]>O1CCCC1>[OH:2][CH2:1][CH2:5][N:6]1[CH2:23][CH2:22][N:9]2[C:10]3[CH:21]=[CH:20][CH:19]=[CH:18][C:11]=3[CH2:12][N:13]3[CH:17]=[CH:16][CH:15]=[C:14]3[CH:8]2[CH2:7]1 |f:1.2.3.4.5.6,8.9|. Procedure: To the solution of 780 mg of 2-carbomethoxymethyl-1,3,4,14b-tetrahydro-10H-pyrazino[1,2-a]pyrrolo[2,1-c][1,4]-benzodiazepine in 20 ml of tetrahydrofuran, 150 mg of lithium aluminum hydride are added and the mixture is stirred for 2 days at room temperature. It is combined with 0.15 ml of water, 0.15 ml of 15% aqueous sodium hydroxide and 0.15 ml of water in this order filtered and the filtrate evaporated, to yield the 2-(2-hydroxyethyl)-1,3,4,14b-tetrahydro-10H-pyrazino[1,2-a]pyrrolo[2,1-c][1,4]...